From a dataset of the Open Reaction Database (ORD), a public repository of structured organic reaction records. describe an organic reaction: reactants, conditions, products, and yield The reactants are FC(C=1N=CC=2N(C1)C=C(N2)C(=O)O)(F)F (6-(trifluoromethyl)imidazo[1,2-a]pyrazine-2-carboxylic acid), Cl.CN(CCCN=C=NCC)C (1-(3-dimethylaminopropyl)-3-ethylcarbodiimide hydrochloride), ClC1=C(C=C(C=C1)OC)S(=O)(=O)N (2-chloro-5-methoxybenzenesulfonamide). Reagents/catalysts: CN(C1=CC=NC=C1)C (4-(dimethylamino)pyridine). Run in C(C)(C)(C)O (t-butanol), ClCCl (dichloromethane), ClCCl (Dichloromethane). Conditions: time 15 minute. Yields the product ClC1=C(C=C(C=C1)OC)S(=O)(=O)NC(=O)C=1N=C2N(C=C(N=C2)C(F)(F)F)C1 (N-[(2-chloro-5-methoxyphenyl)sulfonyl]-6-(trifluoromethyl)imidazo[1,2-a]pyrazine-2-carboxamide). Yield: 49.9%. As a reaction SMILES: [F:1][C:2]([F:16])([F:15])[C:3]1[N:4]=[CH:5][C:6]2[N:7]([CH:9]=[C:10]([C:12]([OH:14])=O)[N:11]=2)[CH:8]=1.Cl.CN(C)CCCN=C=NCC.[Cl:29][C:30]1[CH:35]=[CH:34][C:33]([O:36][CH3:37])=[CH:32][C:31]=1[S:38]([NH2:41])(=[O:40])=[O:39]>CN(C)C1C=CN=CC=1.C(O)(C)(C)C.ClCCl>[Cl:29][C:30]1[CH:35]=[CH:34][C:33]([O:36][CH3:37])=[CH:32][C:31]=1[S:38]([NH:41][C:12]([C:10]1[N:11]=[C:6]2[CH:5]=[N:4][C:3]([C:2]([F:1])([F:16])[F:15])=[CH:8][N:7]2[CH:9]=1)=[O:14])(=[O:40])=[O:39] |f:1.2|. Reported procedure: To the product of Step B (120 mg, 0.52 mmol) was added a solution of 4-(dimethylamino)pyridine (183 mg, 1.5 mmol) and 1-(3-dimethylaminopropyl)-3-ethylcarbodiimide hydrochloride (248 mg, 1.3 mmol) in t-butanol (5 mL) and dichloromethane (5 mL). The reaction mixture was stirred for 15 minutes, 2-chloro-5-methoxybenzenesulfonamide (92 mg, 0.41 mmol) was added, and stirring was continued at room temperature overnight. Dichloromethane (100 mL) was then added, the mixture was washed with 1 N hydrochl... Starting materials: C(=O)(O)C1=C(C=C2C(NC(S2)=S)=O)C=C(C=C1)OC (5-(2-carboxy-5-methoxybenzylidene)rhodanine), [OH-].[Na+] (sodium hydroxide), Cl (HCl). The product is COC=1C=CC2=C(C=C(SC2=O)C(=O)O)C1 (6-methoxy-1-oxo-1H-2-benzothiopyran-3-carboxylic acid). As a reaction SMILES: [C:1]([C:4]1[CH:17]=[CH:16][C:15]([O:18][CH3:19])=[CH:14][C:5]=1[CH:6]=[C:7]1[S:11]C(=S)N[C:8]1=[O:13])([OH:3])=O.Cl.[OH-:21].[Na+]>>[CH3:19][O:18][C:15]1[CH:16]=[CH:17][C:4]2[C:1](=[O:3])[S:11][C:7]([C:8]([OH:21])=[O:13])=[CH:6][C:5]=2[CH:14]=1 |f:2.3|. Procedure: A solution of the 5-(2-carboxy-5-methoxybenzylidene)rhodanine of Example 4 in dilute sodium hydroxide (35 ml. of 20% NaOH + 11 ml. H2O) is refluxed for one hour and then poured into dilute HCl. The resulting pale yellow solid is collected and recrystallized repeatedly from ethanol to give 6-methoxy-1-oxo-1H-2-benzothiopyran-3-carboxylic acid as pale yellow crystals, m.p. 278°-279°. Starting materials: IC=1C(=NC=C(C1)[N+]#[C-])N (3-iodo-5-isocyanopyridin-2-amine), [Cl-].[NH4+] (ammonium chloride), [N-]=[N+]=[N-].[Na+] (sodium azide), CN(C=O)C (dimethylformamide), Cl (hydrochloric acid). The solvent is O (water), CO.C(Cl)(Cl)Cl (MeOH CHCl3). Run at temperature 100 celsius, time 2 hour. Product: IC=1C(=NC=C(C1)C=1N=NNN1)N (3-iodo-5-(2H-tetrazol-5-yl)pyridin-2-amine). Reaction SMILES: [I:1][C:2]1[C:3]([NH2:10])=[N:4][CH:5]=[C:6]([N+]#[C-])[CH:7]=1.[Cl-].[NH4+].[N-:13]=[N+:14]=[N-:15].[Na+].Cl.[CH3:18][N:19](C)C=O>CO.C(Cl)(Cl)Cl.O>[I:1][C:2]1[C:3]([NH2:10])=[N:4][CH:5]=[C:6]([C:18]2[N:13]=[N:14][NH:15][N:19]=2)[CH:7]=1 |f:1.2,3.4,7.8|. Reported procedure: To the solution of 3-iodo-5-isocyanopyridin-2-amine (2.74 g, 11.2 mmol, 1 eq) in anhydrous dimethylformamide (25 mL) in a 100 mL round bottom flask was added ammonium chloride (1.02 g, 1.7 eq) and sodium azide (1.24 g, 1.7 eq). The resulting reaction mixture was heated to 100° C. under nitrogen for 20 hours. After the reaction mixture was cooled to room temperature, it was poured into ice-chunk filled water and the pH of the mixture was adjusted to ˜3.5 using aqueous hydrochloric acid (2 N). Aft... Starting materials: C(CCC)OCN(C[Si](C)(C)C)CC1=CC=CC=C1 (N-butoxymethyl-N-trimethylsilylmethylbenzylamine), CC1CCC=CC1=O (6-methyl-cyclohex-2-enone), C([O-])([O-])=O.[K+].[K+] (potassium carbonate). Reagents/catalysts: FC(C(=O)O)(F)F (trifluoroacetic acid). The solvent is ClCCl (dichloromethane). Run at time 3 hour. Yields the product C(C1=CC=CC=C1)N1CC2CCC(C(C2C1)=O)C ((3aRS,5RS,7aSR)-2benzyl-5-methyl-4-perhydroisoindolone). RXN SMILES: [CH3:1][CH:2]1[C:7](=[O:8])[CH:6]=[CH:5][CH2:4][CH2:3]1.C(O[CH2:14][N:15]([CH2:21][C:22]1[CH:27]=[CH:26][CH:25]=[CH:24][CH:23]=1)[CH2:16][Si](C)(C)C)CCC.C(=O)([O-])[O-].[K+].[K+]>ClCCl.FC(F)(F)C(O)=O>[CH2:21]([N:15]1[CH2:16][CH:6]2[CH:5]([CH2:4][CH2:3][CH:2]([CH3:1])[C:7]2=[O:8])[CH2:14]1)[C:22]1[CH:27]=[CH:26][CH:25]=[CH:24][CH:23]=1 |f:2.3.4|. Procedure: To a solution of 1 g of 6-methyl-cyclohex-2-enone in 15 cm3 of dichloromethane are added, at room temperature, 3 drops of trifluoroacetic acid, followed by 3.6 cm3 of N-butoxymethyl-N-trimethylsilylmethylbenzylamine. The reaction mixture is brought to reflux, with stirring, for 3 hours. After cooling, potassium carbonate is added and the solution is filtered through a sinter funnel and concentrated to dryness under reduced pressure (2.7 kPa). The residue is chromatographed on a column of silica ... RXN SMILES: O[C@H]([C@@H](O)C(O)=O)C(O)=O.[F:11][C:12]1[CH:13]=[C:14]2[C:19](=[C:20]([F:22])[CH:21]=1)[O:18][CH2:17][C@H:16]([NH2:23])[CH2:15]2.[CH2:24]([N:31]([CH2:44][CH2:45][C:46](=O)[CH2:47]O)[S:32]([C:35]1[CH:40]=[CH:39][CH:38]=[CH:37][C:36]=1[N+:41]([O-:43])=[O:42])(=[O:34])=[O:33])[C:25]1[CH:30]=[CH:29][CH:28]=[CH:27][CH:26]=1.[S-:50][C:51]#[N:52].[K+].C(=O)(O)[O-].[Na+]>C(O)(=O)C.CC(O)C.O.C(O)C>[CH2:24]([N:31]([CH2:44][CH2:45][C:46]1[N:23]([C@@H:16]2[CH2:15][C:14]3[C:19](=[C:20]([F:22])[CH:21]=[C:12]([F:11])[CH:13]=3)[O:18][CH2:17]2)[C:51](=[S:50])[NH:52][CH:47]=1)[S:32]([C:35]1[CH:40]=[CH:39][CH:38]=[CH:37][C:36]=1[N+:41]([O-:43])=[O:42])(=[O:34])=[O:33])[C:25]1[CH:30]=[CH:29][CH:28]=[CH:27][CH:26]=1 |f:0.1,3.4,5.6|. The product is C(C1=CC=CC=C1)N(S(=O)(=O)C1=C(C=CC=C1)[N+](=O)[O-])CCC=1N(C(NC1)=S)[C@H]1COC2=C(C=C(C=C2C1)F)F ((R)—N-benzyl-N-(2-(3-(6,8-difluorochroman-3-yl)-2-thioxo-2,3-dihydro-1H-imidazol-4-yl)ethyl)-2-nitrobenzenesulfonamide), compound K. Yield: 64.0%. Starting materials: [S-]C#N.[K+] (potassium thiocyanate), O[C@@H](C(=O)O)[C@H](C(=O)O)O.FC=1C=C2C[C@H](COC2=C(C1)F)N ((R)-6,8-difluorochroman-3-amine(2R,3R)-2,3-dihydroxysuccinate), C(C1=CC=CC=C1)N(S(=O)(=O)C1=C(C=CC=C1)[N+](=O)[O-])CCC(CO)=O (N-benzyl-N-(4-hydroxy-3-oxobutyl)-2-nitrobenzenesulfonamide), C(C1=CC=CC=C1)N(S(=O)(=O)C1=C(C=CC=C1)[N+](=O)[O-])CCC(CO)=O (N-benzyl-N-(4-hydroxy-3-oxobutyl)-2-nitrobenzenesulfonamide), C([O-])(O)=O.[Na+] (sodium bicarbonate). Run in CC(C)O (2-propanol), C(C)(=O)O (acetic acid), O (water), C(C)O (ethanol). Procedure details: To a mixture of (R)-6,8-difluorochroman-3-amine(2R,3R)-2,3-dihydroxysuccinate (compound JT′, 1.7 g, 5.07 mmol), N-benzyl-N-(4-hydroxy-3-oxobutyl)-2-nitrobenzenesulfonamide (compound I, 2.303 g, 6.08 mmol) in acetic acid (12.5 ml) was added potassium thiocyanate (0.591 g, 6.08 mmol) in one portion. The mixture was heated with stirring at 100° C. for 3 hours under HPLC control, cooled to 20° C., diluted with 2-propanol (55 ml), cooled to 0° C., aged for 1 hour. The precipitate collected, washed wi... Reaction conditions: temperature 100 celsius, time 3 hour. The reactants are NCCCN1C(C(=C(C2=NC=C(C=C12)CC1=CC=C(C=C1)F)O)C(=O)NCCOCC)=O (1-(3-aminopropyl)-N-[2-(ethyloxy)ethyl]-7-[(4-fluorophenyl)methyl]-4-hydroxy-2-oxo-1,2-dihydro-1,5-naphthyridine-3-carboxamide), N1(CCOCC1)C(=O)Cl (4-morpholinecarbonyl chloride). The product is C(C)OCCNC(=O)C=1C(N(C2=CC(=CN=C2C1O)CC1=CC=C(C=C1)F)CCCNC(=O)N1CCOCC1)=O (N-[2-(Ethyloxy)ethyl]-7-[(4-fluorophenyl)methyl]-4-hydroxy-1-{3-[(4-morpholinylcarbonyl)amino]propyl}-2-oxo-1,2-dihydro-1,5-naphthyridine-3-carboxamide). As a reaction SMILES: [NH2:1][CH2:2][CH2:3][CH2:4][N:5]1[C:14]2[C:9](=[N:10][CH:11]=[C:12]([CH2:15][C:16]3[CH:21]=[CH:20][C:19]([F:22])=[CH:18][CH:17]=3)[CH:13]=2)[C:8]([OH:23])=[C:7]([C:24]([NH:26][CH2:27][CH2:28][O:29][CH2:30][CH3:31])=[O:25])[C:6]1=[O:32].[N:33]1([C:39](Cl)=[O:40])[CH2:38][CH2:37][O:36][CH2:35][CH2:34]1>>[CH2:30]([O:29][CH2:28][CH2:27][NH:26][C:24]([C:7]1[C:6](=[O:32])[N:5]([CH2:4][CH2:3][CH2:2][NH:1][C:39]([N:33]2[CH2:38][CH2:37][O:36][CH2:35][CH2:34]2)=[O:40])[C:14]2[C:9]([C:8]=1[OH:23])=[N:10][CH:11]=[C:12]([CH2:15][C:16]1[CH:17]=[CH:18][C:19]([F:22])=[CH:20][CH:21]=1)[CH:13]=2)=[O:25])[CH3:31]. Procedure: This compound was prepared from 1-(3-aminopropyl)-N-[2-(ethyloxy)ethyl]-7-[(4-fluorophenyl)methyl]-4-hydroxy-2-oxo-1,2-dihydro-1,5-naphthyridine-3-carboxamide and 4-morpholinecarbonyl chloride employing methods similar to those described in Step 2 of Example 373 and was obtained as a white solid: ES+ MS: 556 (M+H+). The reactants are OC1=CC2=C(CCN(CC2)C(=O)OC(C)(C)C)C=C1[N+](=O)[O-] (1,1-dimethylethyl 7-hydroxy-8-nitro-1,2,4,5-tetrahydro-3H-3-benzazepine-3-carboxylate), C1CC(=O)N(C1=O)Br (NBS), SiO2. The solvent is C(Cl)Cl (DCM). Product: BrC1=C(C(=CC=2CCN(CCC21)C(=O)OC(C)(C)C)[N+](=O)[O-])O (1,1-dimethylethyl 6-bromo-7-hydroxy-8-nitro-1,2,4,5-tetrahydro-3H-3-benzazepine-3-carboxylate). The yield is 80.7%. As a reaction SMILES: [OH:1][C:2]1[C:19]([N+:20]([O-:22])=[O:21])=[CH:18][C:5]2[CH2:6][CH2:7][N:8]([C:11]([O:13][C:14]([CH3:17])([CH3:16])[CH3:15])=[O:12])[CH2:9][CH2:10][C:4]=2[CH:3]=1.C1C(=O)N([Br:30])C(=O)C1>C(Cl)Cl>[Br:30][C:3]1[C:4]2[CH2:10][CH2:9][N:8]([C:11]([O:13][C:14]([CH3:16])([CH3:17])[CH3:15])=[O:12])[CH2:7][CH2:6][C:5]=2[CH:18]=[C:19]([N+:20]([O-:22])=[O:21])[C:2]=1[OH:1]. Procedure: Bromination of 1,1-dimethylethyl 7-hydroxy-8-nitro-1,2,4,5-tetrahydro-3H-3-benzazepine-3-carboxylate (71 mg) was performed with NBS (41 mg) in DCM (2.2 ml) and SiO2 (426 mg) at −15° C. under nitrogen. After 15 minutes SiO2 was filtered off and the solvent was evaporated under reduced pressure. The crude was purified on silica gel (ethyl acetate/petroleum ether, 1/9) obtaining the title compound as a yellow solid (72 mg). Reactants: CN(Cc1cc(N2CCN(C(=O)OC(C)(C)C)CC2)ccc1Cl)C(=O)OCc1ccccc1, ClCCl, O=C(O)C(F)(F)F. Yields the product CN(Cc1cc(N2CCNCC2)ccc1Cl)C(=O)OCc1ccccc1. As a reaction SMILES: [C:1]([O:2][C:3](=[O:4])[N:8]1[CH2:9][CH2:10][N:11]([c:14]2[cH:15][c:16]([CH2:21][N:22]([CH3:23])[C:24](=[O:25])[O:26][CH2:27][c:28]3[cH:29][cH:30][cH:31][cH:32][cH:33]3)[c:17]([Cl:20])[cH:18][cH:19]2)[CH2:12][CH2:13]1)([CH3:5])([CH3:6])[CH3:7].[Cl:34][CH2:35][Cl:36].[F:37][C:38]([F:39])([F:40])[C:41]([OH:42])=[O:43]>>[NH:8]1[CH2:9][CH2:10][N:11]([c:14]2[cH:15][c:16]([CH2:21][N:22]([CH3:23])[C:24](=[O:25])[O:26][CH2:27][c:28]3[cH:29][cH:30][cH:31][cH:32][cH:33]3)[c:17]([Cl:20])[cH:18][cH:19]2)[CH2:12][CH2:13]1.